From a dataset of the Open Reaction Database (ORD), a public repository of structured organic reaction records. describe an organic reaction: reactants, conditions, products, and yield Product: ClC=1C=CC(=C(C(=O)C2=CC=CC=C2)C1)N1C(=NN=C1CN1C(C=2C(C1=O)=CC=CC2)=O)CN(CCC)CCC (5-chloro-2-[3-[(dipropylamino)-methyl] -5-(phthalimidomethyl)-4H-1,2,4-triazol-4-yl]-benzophenone). RXN SMILES: [Cl:1][C:2]1[CH:3]=[CH:4][C:5]([N:16]2[CH:20]=[N:19][N:18]=[C:17]2[CH2:21][N:22]2[C:26](=[O:27])[C:25]3=[CH:28][CH:29]=[CH:30][CH:31]=[C:24]3[C:23]2=[O:32])=[C:6]([CH:15]=1)[C:7]([C:9]1[CH:14]=[CH:13][CH:12]=[CH:11][CH:10]=1)=[O:8].C(=O)(O)[O-].[Na+]>>[Cl:1][C:2]1[CH:3]=[CH:4][C:5]([N:16]2[C:17]([CH2:21][N:22]3[C:26](=[O:27])[C:25]4=[CH:28][CH:29]=[CH:30][CH:31]=[C:24]4[C:23]3=[O:32])=[N:18][N:19]=[C:20]2[CH2:21][N:22]([CH2:26][CH2:25][CH3:28])[CH2:23][CH2:24][CH3:31])=[C:6]([CH:15]=1)[C:7]([C:9]1[CH:14]=[CH:13][CH:12]=[CH:11][CH:10]=1)=[O:8] |f:1.2|. The reactants are ClC=1C=CC(=C(C(=O)C2=CC=CC=C2)C1)N1C(=NN=C1)CN1C(C=2C(C1=O)=CC=CC2)=O (5-chloro-2-[3-(phthalimidomethyl)-4H-1,2,4-triazol-4-yl]benzophenone), C([O-])(O)=O.[Na+] (sodium bicarbonate). Procedure: In the manner given in Example 13, 5-chloro-2-[3-(phthalimidomethyl)-4H-1,2,4-triazol-4-yl]benzophenone is reacted with the above suspension then neutralized with sodium bicarbonate to give 5-chloro-2-[3-[(dipropylamino)-methyl] -5-(phthalimidomethyl)-4H-1,2,4-triazol-4-yl]-benzophenone. Yields the product OC1=CC=C(C(=O)OC2=CC(=C(C=C2)OCCCCCCCCCCCC)Cl)C=C1 (3-chloro-4-dodecyloxyphenyl 4-hydroxybenzoate). Reaction SMILES: C([O:4][C:5]1[CH:33]=[CH:32][C:8]([C:9]([O:11][C:12]2[CH:17]=[CH:16][C:15]([O:18][CH2:19][CH2:20][CH2:21][CH2:22][CH2:23][CH2:24][CH2:25][CH2:26][CH2:27][CH2:28][CH2:29][CH3:30])=[C:14]([Cl:31])[CH:13]=2)=[O:10])=[CH:7][CH:6]=1)(=O)C.[Li+].[OH-]>C1COCC1.CO>[OH:4][C:5]1[CH:6]=[CH:7][C:8]([C:9]([O:11][C:12]2[CH:17]=[CH:16][C:15]([O:18][CH2:19][CH2:20][CH2:21][CH2:22][CH2:23][CH2:24][CH2:25][CH2:26][CH2:27][CH2:28][CH2:29][CH3:30])=[C:14]([Cl:31])[CH:13]=2)=[O:10])=[CH:32][CH:33]=1 |f:1.2,3.4|. Procedure: In ethanol, chlorohydroquinone was reacted with dodecylbromide in ethanol by using 1 equivalent of potassium hydroxide to obtain 3-chloro-4-dodecyloxyphenol. Then, 3.1 g of this 3-chloro-4-dodecyloxyphenol was reacted with 2.0 g of 2,4-acetoxybenzoic acid chloride in pyridine and the reaction mixture was treated by customary procedures to obtain 4 g of 3-chloro-4-dodecyloxyphenyl 4-acetoxybenzoate. This ester was dissolved in a THF/methanol liquid mixture and 1 equivalent of 1N LiOH was added to... Solvent: C1CCOC1.CO (THF methanol). Starting materials: C(C)(=O)OC1=CC=C(C(=O)OC2=CC(=C(C=C2)OCCCCCCCCCCCC)Cl)C=C1 (3-chloro-4-dodecyloxyphenyl 4-acetoxybenzoate), [Li+].[OH-] (LiOH). Reaction SMILES: F[C:2]1[CH:7]=[C:6]([O:8][CH2:9][CH2:10][CH2:11][N:12]([CH2:15][CH3:16])[CH2:13][CH3:14])[CH:5]=[CH:4][C:3]=1[N+:17]([O-:19])=[O:18].C(=O)([O-])[O-].[NH4+:24].[NH4+].CCOC(C)=O>CN(C=O)C>[N+:17]([C:3]1[CH:4]=[CH:5][C:6]([O:8][CH2:9][CH2:10][CH2:11][N:12]([CH2:15][CH3:16])[CH2:13][CH3:14])=[CH:7][C:2]=1[NH2:24])([O-:19])=[O:18] |f:1.2.3|. Product: [N+](=O)([O-])C1=C(N)C=C(C=C1)OCCCN(CC)CC (2-nitro-5-(3-diethylamino-1-propoxy)aniline). Reaction conditions: temperature 80 celsius. Solvent: CN(C)C=O (DMF). Procedure details: The nitro compound obtained as above (1.5 mmol) is dissolved in DMF (4 mL) and added with ammonium carbonate (500 mg). The reaction mixture is then heated at 80° C. for 48 h. EtOAc (2×10 mL). The combined organic layers are then washed with water and brine and dried over Na2SO4. Removal of the solvent in vacuo yielded the 2-nitro-5-(3-diethylamino-1-propoxy)aniline (300 mg) which is used for further transformation without any purification. Starting materials: FC1=C(C=CC(=C1)OCCCN(CC)CC)[N+](=O)[O-] (2-fluoro-4-(3-diethylamino-1-propoxy)nitrobenzene), C([O-])([O-])=O.[NH4+].[NH4+] (ammonium carbonate), CCOC(=O)C (EtOAc).